This data is from the Open Reaction Database (ORD), a public repository of structured organic reaction records. The task is: describe an organic reaction: reactants, conditions, products, and yield The reactants are NC(=O)c1ccc(Br)cn1, [K+], [K+], O=C([O-])[O-], CN(C)C=O, OB(O)c1cc2ccccc2s1. The product is NC(=O)c1ccc(-c2cc3ccccc3s2)cn1. RXN SMILES: [Br:13][c:14]1[cH:15][cH:16][c:17]([C:20](=[O:21])[NH2:22])[n:18][cH:19]1.[K+:23].[K+:24].[O-:25][C:26]([O-:27])=[O:28].[O:29]=[CH:30][N:31]([CH3:32])[CH3:33].[s:1]1[c:2]([B:10]([OH:11])[OH:12])[cH:3][c:4]2[c:5]1[cH:6][cH:7][cH:8][cH:9]2>>[s:1]1[c:2](-[c:14]2[cH:15][cH:16][c:17]([C:20](=[O:21])[NH2:22])[n:18][cH:19]2)[cH:3][c:4]2[c:5]1[cH:6][cH:7][cH:8][cH:9]2. The reactants are [H-].[H-].[H-].[H-].[Li+].[Al+3] (LAH), FC(C1=CC=C(C(=O)OC)C=C1)F (Methyl 4-(difluoromethyl)benzoate). The solvent is C1CCOC1 (THF). Reaction conditions: time 1 hour. Product: FC(C1=CC=C(C=C1)CO)F ((4-(difluoromethyl)phenyl)methanol). The yield is 81.2%. As a reaction SMILES: [H-].[H-].[H-].[H-].[Li+].[Al+3].[F:7][CH:8]([F:19])[C:9]1[CH:18]=[CH:17][C:12]([C:13](OC)=[O:14])=[CH:11][CH:10]=1>C1COCC1>[F:7][CH:8]([F:19])[C:9]1[CH:10]=[CH:11][C:12]([CH2:13][OH:14])=[CH:17][CH:18]=1 |f:0.1.2.3.4.5|. Procedure details: A solution of LAH (1.0 M in THF, 31 mL, 31 mmol) was added dropwise to a solution of Example 38A (5.82 g, 31.3 mmol) in THF (100 mL) at 0° C. The reaction was stirred for 1 hr, then quenched by careful addition of solid Na2SO4.10H2O. The mixture was warmed to ambient temperature and stirred 30 min. Celite filter aid was added and the mixture was filtered. The filtrate was concentrated in vacuo to yield 4.02 g (81%) of the title compound as a colorless oil. 1H NMR (300 MHz, DMSO-d6) δ 7.52 (d, J=... The reactants are C(C1=CC=CC=C1)NC1=CC=CC=C1 (N-benzylaniline), FC(C1=CC=C(C=C1)P(=O)(Cl)Cl)(F)F (4-trifluoromethylphenyl phosphonic dichloride). Product: FC(C1=CC=C(C=C1)P1(N(CC2=C1C=CC=C2)C2=CC=CC=C2)=O)(F)F (1-[4-(trifluoromethyl)phenyl]-2-phenyl-2,3-dihydro-1H-2,1-benzazaphosphole-1-oxide). Isolated yield 4.0%. RXN SMILES: [CH2:1]([NH:8][C:9]1[CH:14]=[CH:13][CH:12]=[CH:11][CH:10]=1)[C:2]1[CH:7]=[CH:6][CH:5]=[CH:4][CH:3]=1.[F:15][C:16]([F:28])([F:27])[C:17]1[CH:22]=[CH:21][C:20]([P:23](Cl)(Cl)=[O:24])=[CH:19][CH:18]=1>>[F:28][C:16]([F:15])([F:27])[C:17]1[CH:22]=[CH:21][C:20]([P:23]2(=[O:24])[C:3]3[CH:4]=[CH:5][CH:6]=[CH:7][C:2]=3[CH2:1][N:8]2[C:9]2[CH:14]=[CH:13][CH:12]=[CH:11][CH:10]=2)=[CH:19][CH:18]=1. Procedure: The procedure of Example 38 was employed utilizing N-benzylaniline and 4-trifluoromethylphenyl phosphonic dichloride. The crude product produced as a result of the chromatographic separation was crystallized from diethyl ether and petroleum ether and recrystallized from diethyl ether to yield 1-[4-(trifluoromethyl)phenyl]-2-phenyl-2,3-dihydro-1H-2,1-benzazaphosphole-1-oxide (0.5 g, 4% yield) having a melting point of 187°-189° C.